From a dataset of the Open Reaction Database (ORD), a public repository of structured organic reaction records. describe an organic reaction: reactants, conditions, products, and yield Reactants: C=CC (propene), C=CC (propene), C=CC (propene), ClC1=C(C(=O)OC)C=CC(=C1C=NO)S(=O)(=O)C (methyl 2-chloro-3-hydroxyiminomethyl-4-methylsulfonylbenzoate), C(C)(=O)[O-].[Na+] (sodium acetate), Cl[O-].[Na+] (sodium hypochlorite), C=CC (propene). Solvent: ClCCl (dichloromethane). Reaction conditions: time 12 hour. Yields the product ClC1=C(C(=O)OC)C=CC(=C1C1=NOC(C1)C)S(=O)(=O)C (methyl 2-chloro-(5-methyl-4,5-dihydroisoxazol-3-yl)-4-methylsulfonylbenzoate). Yield: 89.0%. As a reaction SMILES: [CH2:1]=[CH:2][CH3:3].[Cl:4][C:5]1[C:14]([CH:15]=[N:16][OH:17])=[C:13]([S:18]([CH3:21])(=[O:20])=[O:19])[CH:12]=[CH:11][C:6]=1[C:7]([O:9][CH3:10])=[O:8].C([O-])(=O)C.[Na+].Cl[O-].[Na+]>ClCCl>[Cl:4][C:5]1[C:14]([C:15]2[CH2:1][CH:2]([CH3:3])[O:17][N:16]=2)=[C:13]([S:18]([CH3:21])(=[O:20])=[O:19])[CH:12]=[CH:11][C:6]=1[C:7]([O:9][CH3:10])=[O:8] |f:2.3,4.5|. Procedure: At room temperature, propene was introduced into a solution of 15.0 g (52 mmol) of methyl 2-chloro-3-hydroxyiminomethyl-4-methylsulfonylbenzoate and 200 ml of dichloromethane for 30 minutes. After the addition of 1.6 g of sodium acetate, 42.8 ml of sodium hypochlorite solution were added dropwise, with the simultaneous introduction of propene. At room temperature, propene was subsequently introduced into the mixture for a further 15 minutes. The mixture was heated for 3 hours under reflux and th...